From a dataset of the Open Reaction Database (ORD), a public repository of structured organic reaction records. describe an organic reaction: reactants, conditions, products, and yield Starting materials: [H-].[Na+] (sodium hydride), S(=O)(=O)(C1=CC=C(C)C=C1)N1C=CC2=C1N=CC=1N2C(=NN1)C12CCC(CC1)(CC2)NS(=O)(=O)C2CC2 (N-(4-(6-tosyl-6H-pyrrolo[2,3-e][1,2,4]triazolo[4,3-a]pyrazin-1-yl)bicyclo[2.2.2]octan-1-yl)cyclopropanesulfonamide), IC (iodomethane). Solvent: CN(C)C=O (DMF), CN(C)C=O (DMF). Run at temperature 0 celsius, time 15 minute. The product is CN(S(=O)(=O)C1CC1)C12CCC(CC1)(CC2)C2=NN=C1N2C2=C(N=C1)N(C=C2)S(=O)(=O)C2=CC=C(C)C=C2 (N-methyl-N-(4-(6-tosyl-6H-pyrrolo[2,3-e][1, 2, 4]triazolo[4,3-a]pyrazin-1-yl)bicyclo[2.2.2]octan-1-yl)cyclopropanesulfonamide). Yield: 45.4%. RXN SMILES: [H-].[Na+].[S:3]([N:13]1[C:17]2[N:18]=[CH:19][C:20]3[N:21]([C:22]([C:25]45[CH2:32][CH2:31][C:28]([NH:33][S:34]([CH:37]6[CH2:39][CH2:38]6)(=[O:36])=[O:35])([CH2:29][CH2:30]4)[CH2:27][CH2:26]5)=[N:23][N:24]=3)[C:16]=2[CH:15]=[CH:14]1)([C:6]1[CH:12]=[CH:11][C:9]([CH3:10])=[CH:8][CH:7]=1)(=[O:5])=[O:4].I[CH3:41]>CN(C=O)C>[CH3:41][N:33]([C:28]12[CH2:27][CH2:26][C:25]([C:22]3[N:21]4[C:16]5[CH:15]=[CH:14][N:13]([S:3]([C:6]6[CH:7]=[CH:8][C:9]([CH3:10])=[CH:11][CH:12]=6)(=[O:4])=[O:5])[C:17]=5[N:18]=[CH:19][C:20]4=[N:24][N:23]=3)([CH2:30][CH2:29]1)[CH2:32][CH2:31]2)[S:34]([CH:37]1[CH2:38][CH2:39]1)(=[O:36])=[O:35] |f:0.1|. Reported procedure: A round bottom flask was charged with sodium hydride (60% dispersion in mineral oil, 0.013 g, 0.33 mmol) and DMF (1 mL) to give a white suspension. The suspension was cooled to about 0° C. followed by the addition of a solution of N-(4-(6-tosyl-6H-pyrrolo[2,3-e][1,2,4]triazolo[4,3-a]pyrazin-1-yl)bicyclo[2.2.2]octan-1-yl)cyclopropanesulfonamide (0.15 g, 0.27 mmol, Example #7, Step C) in DMF (2 mL). The reaction mixture was stirred for about 15 min and iodomethane (0.06 g, 0.41 mmol) was added. Th... The reactants are CCOC(=O)c1cc2cc(OC(F)(F)F)ccc2[nH]1, N#CCCl, [H-], [Na+], CN(C)C=O, O. The product is CCOC(=O)c1cc2cc(OC(F)(F)F)ccc2n1CC#N. As a reaction SMILES: [CH2:3]([CH3:4])[O:5][C:6](=[O:7])[c:8]1[nH:9][c:10]2[cH:11][cH:12][c:13]([O:17][C:18]([F:19])([F:20])[F:21])[cH:14][c:15]2[cH:16]1.[Cl:22][CH2:23][C:24]#[N:25].[H-:1].[Na+:2].[O:27]=[CH:28][N:29]([CH3:30])[CH3:31].[OH2:26]>>[CH2:3]([CH3:4])[O:5][C:6](=[O:7])[c:8]1[n:9]([CH2:23][C:24]#[N:25])[c:10]2[cH:11][cH:12][c:13]([O:17][C:18]([F:19])([F:20])[F:21])[cH:14][c:15]2[cH:16]1. The reactants are N1=CC=CC2=C1C=NNC2=O (6H-pyrido[2,3-d]pyridazin-5-one), C(N)(=O)C=1C(=NC=CC1)C(=O)O (3-carbamoylpicolinic acid), CS(=O)(=O)Cl (MsCl). The product is C(#N)C=1C(=NC=CC1)C(=O)OC (methyl 3-cyanopicolinate). Reaction SMILES: N1C2C=NNC(=O)C=2C=C[CH:2]=1.[C:12]([C:15]1[C:16]([C:21]([OH:23])=[O:22])=[N:17][CH:18]=[CH:19][CH:20]=1)(=O)[NH2:13].CS(Cl)(=O)=O>>[C:12]([C:15]1[C:16]([C:21]([O:23][CH3:2])=[O:22])=[N:17][CH:18]=[CH:19][CH:20]=1)#[N:13]. Procedure: Using a procedure similar to that described for 6H-pyrido[2,3-d]pyridazin-5-one derivatives (Examples 5), 3-carbamoylpicolinic acid (1.5 mmol) was reacted with excess MsCl (4.0 mmol) to yield methyl 3-cyanopicolinate (1.2 mmol). Methyl 3-cyanopicolinate (1.2 mmol), Sc(OTf)3 (0.02 mmol), and diaminopropane (3.0 mmol) were combined and heated at 80° C. for 1 h to yield 7.8-dihydro-6H-1,5,8a-triaza-fluoren-9-one, which was treated with excess hydrazine hydrate (5.0 mmol) in EtOH at RT to yield comp... The reactants are CC(=O)O, CO, N=C(NO)c1cccc(NC(C(=O)Nc2ccc(N3CCOCC3)cc2)c2ccccc2)c1. The product is N=C(N)c1cccc(NC(C(=O)Nc2ccc(N3CCOCC3)cc2)c2ccccc2)c1. Reaction SMILES: [CH3:1][C:2](=[O:3])[OH:4].[CH3:38][OH:39].[OH:5][NH:6][C:7](=[NH:8])[c:9]1[cH:10][c:11]([NH:15][CH:16]([C:17](=[O:18])[NH:19][c:20]2[cH:21][cH:22][c:23]([N:26]3[CH2:27][CH2:28][O:29][CH2:30][CH2:31]3)[cH:24][cH:25]2)[c:32]2[cH:33][cH:34][cH:35][cH:36][cH:37]2)[cH:12][cH:13][cH:14]1>>[NH:6]=[C:7]([NH2:8])[c:9]1[cH:10][c:11]([NH:15][CH:16]([C:17](=[O:18])[NH:19][c:20]2[cH:21][cH:22][c:23]([N:26]3[CH2:27][CH2:28][O:29][CH2:30][CH2:31]3)[cH:24][cH:25]2)[c:32]2[cH:33][cH:34][cH:35][cH:36][cH:37]2)[cH:12][cH:13][cH:14]1. Reactants: ClC1=C(C=C(C=C1)[N+](=O)[O-])S(=O)(=O)N (2-Chloro-5-nitrobenzenesulphonamide), O.NN (hydrazine hydrate). Run in C(C)O (ethanol). Yields the product N(N)C1=C(C=C(C=C1)[N+](=O)[O-])S(=O)(=O)N (2-hydrazino-5-nitrobenzenesulphonamide). RXN SMILES: Cl[C:2]1[CH:7]=[CH:6][C:5]([N+:8]([O-:10])=[O:9])=[CH:4][C:3]=1[S:11]([NH2:14])(=[O:13])=[O:12].O.[NH2:16][NH2:17]>C(O)C>[NH:16]([C:2]1[CH:7]=[CH:6][C:5]([N+:8]([O-:10])=[O:9])=[CH:4][C:3]=1[S:11]([NH2:14])(=[O:13])=[O:12])[NH2:17] |f:1.2|. Procedure: 2-Chloro-5-nitrobenzenesulphonamide (3.35 g, 14.2 mmole) was dissolved in ethanol (75 ml) with heating and hydrazine hydrate (5 ml. 100 mmole) added. The mixture was refluxed for 45 minutes and then allowed to cool to room temperature. The product cystallised in long needles, 2.4 g. A second crop was obtained on cooling the filtrate in an ice bath, 0.5 g. The combined crops were recrystallised from water (120 ml) to afford pure 2-hydrazino-5-nitrobenzenesulphonamide, m.p. 209°-210° C., 1.85 gm, ... The reactants are NC1=CC2=C(N=C(S2)C(C)(C)C)C=C1N1CCSCC1 (6-amino-2-tert-butyl-5-[thiomorpholin-4-yl]benzothiazole), C([O-])([O-])=O.[K+].[K+] (potassium carbonate), C(=S)(Cl)Cl (thiophosgene). Solvent: C(Cl)(Cl)Cl (chloroform), C(Cl)(Cl)Cl (chloroform). The product is C(C)(C)(C)C=1SC2=C(N1)C=C(C(=C2)N=C=S)N2CCSCC2 (2-tert-butyl-6-isothiocyanato-5-[thiomorpholin-4-yl]benzothiazole). RXN SMILES: [NH2:1][C:2]1[C:14]([N:15]2[CH2:20][CH2:19][S:18][CH2:17][CH2:16]2)=[CH:13][C:5]2[N:6]=[C:7]([C:9]([CH3:12])([CH3:11])[CH3:10])[S:8][C:4]=2[CH:3]=1.C(=O)([O-])[O-].[K+].[K+].[C:27](Cl)(Cl)=[S:28]>C(Cl)(Cl)Cl>[C:9]([C:7]1[S:8][C:4]2[CH:3]=[C:2]([N:1]=[C:27]=[S:28])[C:14]([N:15]3[CH2:16][CH2:17][S:18][CH2:19][CH2:20]3)=[CH:13][C:5]=2[N:6]=1)([CH3:12])([CH3:11])[CH3:10] |f:1.2.3|. Procedure details: To a mixture of 2 g of 6-amino-2-tert-butyl-5-[thiomorpholin-4-yl]benzothiazole and 2 g of anhydrous potassium carbonate in 150 ml of chloroform at 0° is added 0.6 ml of thiophosgene in 5 ml chloroform, under stirring. After 4 hours of stirring at ambient temperature the mixture is filtered. The filtrate is evaporated to a solid which is purified by silica gel column chromatography. The column is eluted with hexane/methylenechloride (1:1) to give 2-tert-butyl-6-isothiocyanato-5-[thiomorpholin-4-...